This data is from the Open Reaction Database (ORD), a public repository of structured organic reaction records. The task is: describe an organic reaction: reactants, conditions, products, and yield Reactants: [Al+3], O=C(Cl)Cc1ccc(Br)cc1, CCc1ccccc1, [Cl-], [Cl-], [Cl-]. The product is CCc1ccc(C(=O)Cc2ccc(Br)cc2)cc1. Reaction SMILES: [Al+3:2].[Br:13][c:14]1[cH:15][cH:16][c:17]([CH2:20][C:21](=[O:22])[Cl:23])[cH:18][cH:19]1.[CH2:5]([CH3:6])[c:7]1[cH:8][cH:9][cH:10][cH:11][cH:12]1.[Cl-:1].[Cl-:3].[Cl-:4]>>[CH2:5]([CH3:6])[c:7]1[cH:8][cH:9][c:10]([C:21]([CH2:20][c:17]2[cH:16][cH:15][c:14]([Br:13])[cH:19][cH:18]2)=[O:22])[cH:11][cH:12]1. Reactants: O=S(=O)(Nc1cccc(C(O)=Cc2ccnc(Cl)n2)c1)c1c(F)cccc1F, ClCCl, O=S(=O)(Cl)c1cc(F)ccc1F, COC(=O)c1cccc(N)c1. Yields the product COC(=O)c1cccc(NS(=O)(=O)c2cc(F)ccc2F)c1. Reaction SMILES: [Cl:1][c:2]1[n:3][c:4]([CH:5]=[C:6]([c:7]2[cH:8][c:9]([NH:10][S:11]([c:12]3[c:13]([F:14])[cH:15][cH:16][cH:17][c:18]3[F:19])(=[O:20])=[O:21])[cH:22][cH:23][cH:24]2)[OH:25])[cH:26][cH:27][n:28]1.[Cl:52][CH2:53][Cl:54].[F:40][c:41]1[c:42]([S:48](=[O:49])(=[O:50])[Cl:51])[cH:43][c:44]([F:47])[cH:45][cH:46]1.[NH2:29][c:30]1[cH:31][c:32]([C:33](=[O:34])[O:35][CH3:36])[cH:37][cH:38][cH:39]1>>[NH:29]([c:30]1[cH:31][c:32]([C:33](=[O:34])[O:35][CH3:36])[cH:37][cH:38][cH:39]1)[S:48]([c:42]1[c:41]([F:40])[cH:46][cH:45][c:44]([F:47])[cH:43]1)(=[O:49])=[O:50]. The reactants are N[C@H]1[C@@H]2N(C(=C(CS2)C(CCNS(=O)(=O)C)SC2=NN=NN2)C(=O)O)C1=O (7β-amino-3-[1-(2-methanesulfonamidoethyl)tetrazol-5-ylthiomethyl]-3-cephem-4-carboxylic acid), C(C)(C)(C)OC(N(C(C)C)C(C)C)=N (O-t-butyldiisopropylpseudourea). Run in C(Cl)Cl (methylene chloride), C(Cl)Cl (methylene chloride). Reaction conditions: time 72 hour. Product: C(C)(C)(C)OC(=O)C1=C(CS[C@H]2N1C([C@H]2N)=O)C(CCNS(=O)(=O)C)SC2=NN=NN2 (7β-amino-3-[1-(2-methanesulfonamidoethyl)tetrazol-5-ylthiomethyl]-3-cephem-4-carboxylic acid t-butyl ester). Reaction SMILES: [NH2:1][C@@H:2]1[C:26](=[O:27])[N:4]2[C:5]([C:23]([OH:25])=[O:24])=[C:6]([CH:9]([S:17][C:18]3[NH:22][N:21]=[N:20][N:19]=3)[CH2:10][CH2:11][NH:12][S:13]([CH3:16])(=[O:15])=[O:14])[CH2:7][S:8][C@H:3]12.[C:28](OC(=N)N(C(C)C)C(C)C)([CH3:31])([CH3:30])[CH3:29]>C(Cl)Cl>[C:28]([O:24][C:23]([C:5]1[N:4]2[C:26](=[O:27])[C@@H:2]([NH2:1])[C@H:3]2[S:8][CH2:7][C:6]=1[CH:9]([S:17][C:18]1[NH:19][N:20]=[N:21][N:22]=1)[CH2:10][CH2:11][NH:12][S:13]([CH3:16])(=[O:15])=[O:14])=[O:25])([CH3:31])([CH3:30])[CH3:29]. Procedure: To a suspension of 21.8 g (0.05 mol) of 7β-amino-3-[1-(2-methanesulfonamidoethyl)tetrazol-5-ylthiomethyl]-3-cephem-4-carboxylic acid in 500 ml of methylene chloride is added over a 30 minute interval a solution of 30.0 g (0.15 mol) of O-t-butyldiisopropylpseudourea in 100 ml of methylene chloride. The mixture is stirred at ambient temperature for 72 hours. The precipitate is removed by filtration and the filtrate is evaporated to a residue which is taken up in 200 ml of benzene and filtered agai... Starting materials: C(C)(=O)O[C@H]1[C@@H](O[C@@H]([C@H]([C@@H]1OC(C)=O)OC(C)=O)COC(C)=O)OC1=NNC(=C1CC1=CC=C(C=C1)OCCCOS(=O)(=O)C)C(C)C (3-(2,3,4,6-tetra-O-acetyl-β-D-glucopyranosyloxy)-5-isopropyl-4-({4-[3-(methanesulfonyloxy)propoxy]phenyl}-methyl)-1H-pyrazole), [I-].[Na+] (sodium iodide), NC(C(=O)NCCO)(C)C (2-[2-amino-2-(methyl)propionylamino]ethanol). Solvent: C(C)#N (acetonitrile), C(C)O (ethanol). The product is C(C)(=O)O[C@H]1[C@@H](O[C@@H]([C@H]([C@@H]1OC(C)=O)OC(C)=O)COC(C)=O)OC1=NNC(=C1CC1=CC=C(C=C1)OCCCNC(C)(C)C(NCCO)=O)C(C)C (3-(2,3,4,6-tetra-O-acetyl-β-D-glucopyranosyloxy)-4-[(4-{3-[1-(2-hydroxyethylcarbamoyl)-1-(methyl)ethylamino]propoxy}phenyl)methyl]-5-isopropyl-1H-pyrazole). Isolated yield 60.7%. Reaction SMILES: [C:1]([O:4][C@@H:5]1[C@@H:10]([O:11][C:12](=[O:14])[CH3:13])[C@H:9]([O:15][C:16](=[O:18])[CH3:17])[C@@H:8]([CH2:19][O:20][C:21](=[O:23])[CH3:22])[O:7][C@H:6]1[O:24][C:25]1[C:29]([CH2:30][C:31]2[CH:36]=[CH:35][C:34]([O:37][CH2:38][CH2:39][CH2:40]OS(C)(=O)=O)=[CH:33][CH:32]=2)=[C:28]([CH:46]([CH3:48])[CH3:47])[NH:27][N:26]=1)(=[O:3])[CH3:2].[NH2:49][C:50]([CH3:58])([CH3:57])[C:51]([NH:53][CH2:54][CH2:55][OH:56])=[O:52].[I-].[Na+]>C(#N)C.C(O)C>[C:1]([O:4][C@@H:5]1[C@@H:10]([O:11][C:12](=[O:14])[CH3:13])[C@H:19]([O:20][C:21](=[O:23])[CH3:22])[C@@H:8]([CH2:9][O:15][C:16](=[O:18])[CH3:17])[O:7][C@H:6]1[O:24][C:25]1[C:29]([CH2:30][C:31]2[CH:36]=[CH:35][C:34]([O:37][CH2:38][CH2:39][CH2:40][NH:49][C:50]([C:51](=[O:52])[NH:53][CH2:54][CH2:55][OH:56])([CH3:58])[CH3:57])=[CH:33][CH:32]=2)=[C:28]([CH:46]([CH3:47])[CH3:48])[NH:27][N:26]=1)(=[O:3])[CH3:2] |f:2.3|. Procedure details: To a solution of 3-(2,3,4,6-tetra-O-acetyl-β-D-glucopyranosyloxy)-4-{[4-(3-hydroxypropoxy)phenyl]methyl}-5-isopropyl-1H-pyrazole (0.77 g) in dichloromethane (5 mL) were added triethylamine (0.26 mL) and methanesulfonyl chloride (0.12 mL), and the mixture was stirred at room temperature for 30 minutes. The reaction mixture was poured into 0.5 mol/L hydrochloric acid, and the resulting mixture was extracted with ethyl acetate. The organic layer was washed with water and brine, and dried over anhyd... Reactants: BrB(Br)Br, ClCCl, OC(c1ccc(Cl)cc1)c1ccc(Cl)cc1, O. The product is Clc1ccc(C(Br)c2ccc(Cl)cc2)cc1. Reaction SMILES: [B:17]([Br:18])([Br:19])[Br:20].[CH2:22]([Cl:23])[Cl:24].[Cl:1][c:2]1[cH:3][cH:4][c:5]([CH:8]([OH:9])[c:10]2[cH:11][cH:12][c:13]([Cl:16])[cH:14][cH:15]2)[cH:6][cH:7]1.[OH2:21]>>[Cl:1][c:2]1[cH:3][cH:4][c:5]([CH:8]([c:10]2[cH:11][cH:12][c:13]([Cl:16])[cH:14][cH:15]2)[Br:18])[cH:6][cH:7]1. Starting materials: CN(C)CCCl, CN(C)C=O, CCOC(C)=O, COC(CNc1ccc(O)cc1)OC, [H-], [Na+]. Reaction SMILES: [CH3:17][N:18]([CH2:19][CH2:20][Cl:21])[CH3:22].[CH3:23][N:24]([CH3:25])[CH:26]=[O:27].[CH3:28][CH2:29][O:30][C:31](=[O:32])[CH3:33].[CH3:3][O:4][CH:5]([CH2:6][NH:7][c:8]1[cH:9][cH:10][c:11]([OH:14])[cH:12][cH:13]1)[O:15][CH3:16].[H-:1].[Na+:2]>>[CH3:3][O:4][CH:5]([CH2:6][NH:7][c:8]1[cH:9][cH:10][c:11]([O:14][CH2:20][CH2:19][N:18]([CH3:17])[CH3:22])[cH:12][cH:13]1)[O:15][CH3:16]. Yields the product COC(CNc1ccc(OCCN(C)C)cc1)OC. The reactants are P(=O)(Cl)(Cl)Cl (phosphorus oxychloride), [BH4-].[Na+] (sodium borohydride), FC1=CC=C(C=C1)N1C(=CC=C1C1=CC=C(C=C1)S(=O)(=O)C)C (1-(4-fluorophenyl)-2-methyl-5-(4-methylsulfonylphenyl)pyrrole), CN(C)C=O (DMF), [OH-].[Na+] (sodium hydroxide). Solvent: C(Cl)Cl (CH2Cl2), O (water), CCO (EtOH). Conditions: time 1 hour. The product is FC1=CC=C(C=C1)N1C(=C(C=C1C1=CC=C(C=C1)S(=O)(=O)C)CO)C (1-(4-Fluorophenyl)-3-(1-hydroxyl)methyl-2-methyl-5-(4-methylsulfonylphenyl)pyrrole). As a reaction SMILES: [F:1][C:2]1[CH:7]=[CH:6][C:5]([N:8]2[C:12]([C:13]3[CH:18]=[CH:17][C:16]([S:19]([CH3:22])(=[O:21])=[O:20])=[CH:15][CH:14]=3)=[CH:11][CH:10]=[C:9]2[CH3:23])=[CH:4][CH:3]=1.P(Cl)(Cl)(Cl)=O.[OH-].[Na+].[BH4-].[Na+].CN([CH:36]=[O:37])C>CCO.O.C(Cl)Cl>[F:1][C:2]1[CH:3]=[CH:4][C:5]([N:8]2[C:12]([C:13]3[CH:18]=[CH:17][C:16]([S:19]([CH3:22])(=[O:21])=[O:20])=[CH:15][CH:14]=3)=[CH:11][C:10]([CH2:36][OH:37])=[C:9]2[CH3:23])=[CH:6][CH:7]=1 |f:2.3,4.5|. Reported procedure: To a solution of 1-(4-fluorophenyl)-2-methyl-5-(4-methylsulfonylphenyl)pyrrole, 5, (in FIG. 6) (prepared as described in J. Med. Chem., 1997, 40, 1619) (1 mmol) in dry DMF (10 mL) at 0° C. is added phosphorus oxychloride (1 mmol). The reaction is monitored by tlc and when it is complete, the mixture is poured onto ice and made basic with aqueous sodium hydroxide. The product is isolated by extraction with CH2Cl2. The extract is dried and evaporated to afford a residue. To the residue, dissolved ...